Dataset: the Open Reaction Database (ORD), a public repository of structured organic reaction records. Task: describe an organic reaction: reactants, conditions, products, and yield The reactants are C(C1=CC=CC=C1)N1C2CCC(C1)C2NC=2C=C1C=NN(C1=CC2)C(C(C)(C)C)=O (1-(5-((1SR,4SR,7RS)-2-benzyl-2-azabicyclo[2.2.1]heptan-7-ylamino)-1H-indazol-1-yl)-2,2-dimethylpropan-1-one), C12NCC(CC1)C2NC=2C=C1C=NN(C1=CC2)C(C(C)(C)C)=O (1-(5-((1SR,4SR,7RS)-2-azabicyclo[2.2.1]heptan-7-ylamino)-1H-indazol-1-yl)-2,2-dimethylpropan-1-one), C([O-])([O-])=O.[K+].[K+] (potassium carbonate). Solvent: CO (methanol). Run at time 18 hour. The product is C(C1=CC=CC=C1)N1C2CCC(C1)C2NC=2C=C1C=NNC1=CC2 (N-((1SR,4SR,7RS)-2-benzyl-2-azabicyclo[2.2.1]heptan-7-yl)-1H-indazol-5-amine). The yield is 50.0%. RXN SMILES: [CH2:1]([N:8]1[CH2:13][CH:12]2[CH:14]([NH:15][C:16]3[CH:17]=[C:18]4[C:22](=[CH:23][CH:24]=3)[N:21](C(=O)C(C)(C)C)[N:20]=[CH:19]4)[CH:9]1[CH2:10][CH2:11]2)[C:2]1[CH:7]=[CH:6][CH:5]=[CH:4][CH:3]=1.C12C(NC3C=C4C(=CC=3)N(C(=O)C(C)(C)C)N=C4)C(CC1)CN2.C(=O)([O-])[O-].[K+].[K+]>CO>[CH2:1]([N:8]1[CH2:13][CH:12]2[CH:14]([NH:15][C:16]3[CH:17]=[C:18]4[C:22](=[CH:23][CH:24]=3)[NH:21][N:20]=[CH:19]4)[CH:9]1[CH2:10][CH2:11]2)[C:2]1[CH:7]=[CH:6][CH:5]=[CH:4][CH:3]=1 |f:2.3.4|. Procedure details: A solution of 1-(5-((1SR,4SR,7RS)-2-benzyl-2-azabicyclo[2.2.1]heptan-7-ylamino)-1H-indazol-1-yl)-2,2-dimethylpropan-1-one (the intermediate benzyl compound of Example 11, 175 mg, 0.44 mmol) in methanol (2.5 mL) was treated with potassium carbonate (72 mg, 0.52 mmol), and the mixture was stirred for 18 h. The mixture was partitioned between ethyl acetate and water, and the organic phase was dried over sodium sulfate and evaporated to a residue. Chromatography of the residue on silica gel afforded...